From a dataset of the Open Reaction Database (ORD), a public repository of structured organic reaction records. describe an organic reaction: reactants, conditions, products, and yield Starting materials: COC=1C=CC(=CC1OC)C(=CC(=O)N2CCOCC2)C=3C=CC(=CC3)Cl (dimethomorph), C1(=CC=CC2=CC=CC=C12)S(=O)(=O)OC.[Na].C=O (sodium methyl naphthalene sulfonate formaldehyde), S(=O)(=O)([O-])[O-].[NH4+].[NH4+] (ammonium sulfate), alginate. The product is COC=1C=CC(=CC1OC)C(=CC(=O)N2CCOCC2)C=3C=CC(=CC3)Cl.O (Dimethomorph Water). RXN SMILES: [CH3:1][O:2][C:3]1[CH:4]=[CH:5][C:6]([C:11]([C:21]2[CH:22]=[CH:23][C:24]([Cl:27])=[CH:25][CH:26]=2)=[CH:12][C:13]([N:15]2[CH2:20][CH2:19][O:18][CH2:17][CH2:16]2)=[O:14])=[CH:7][C:8]=1[O:9][CH3:10].S([O-])([O-])(=O)=[O:29].[NH4+].[NH4+].C1(S(OC)(=O)=O)C2C(=CC=CC=2)C=CC=1.[Na].C=O>>[CH3:1][O:2][C:3]1[CH:4]=[CH:5][C:6]([C:11]([C:21]2[CH:22]=[CH:23][C:24]([Cl:27])=[CH:25][CH:26]=2)=[CH:12][C:13]([N:15]2[CH2:16][CH2:17][O:18][CH2:19][CH2:20]2)=[O:14])=[CH:7][C:8]=1[O:9][CH3:10].[OH2:29] |f:1.2.3,4.5.6,7.8,^1:49|. Reported procedure: 2% benziothiazolinone, 83% dimethomorph, 1% ammonium sulfate, 2% alginate, 1% sodium methyl naphthalene sulfonate-formaldehyde condensate, 1% organosilicone, complemented to 100% with bentonite.